Dataset: the Open Reaction Database (ORD), a public repository of structured organic reaction records. Task: describe an organic reaction: reactants, conditions, products, and yield Reaction SMILES: [CH3:41][OH:42].[OH:1][c:2]1[c:3]([C:14]2=[N:15][S:16](=[O:39])(=[O:40])[c:17]3[c:18]([cH:20][cH:21][c:22]([NH:24][S:25]([NH:26][C:27]([O:28][CH2:29][c:30]4[cH:31][cH:32][cH:33][cH:34][cH:35]4)=[O:36])(=[O:37])=[O:38])[cH:23]3)[NH:19]2)[c:4](=[O:13])[n:5]([CH2:8][CH2:9][CH:10]([CH3:11])[CH3:12])[cH:6][cH:7]1>>[OH:1][c:2]1[c:3]([C:14]2=[N:15][S:16](=[O:39])(=[O:40])[c:17]3[c:18]([cH:20][cH:21][c:22]([NH:24][S:25]([NH2:26])(=[O:37])=[O:38])[cH:23]3)[NH:19]2)[c:4](=[O:13])[n:5]([CH2:8][CH2:9][CH:10]([CH3:11])[CH3:12])[cH:6][cH:7]1. Starting materials: CO, CC(C)CCn1ccc(O)c(C2=NS(=O)(=O)c3cc(NS(=O)(=O)NC(=O)OCc4ccccc4)ccc3N2)c1=O. Yields the product CC(C)CCn1ccc(O)c(C2=NS(=O)(=O)c3cc(NS(N)(=O)=O)ccc3N2)c1=O.